Dataset: the Open Reaction Database (ORD), a public repository of structured organic reaction records. Task: describe an organic reaction: reactants, conditions, products, and yield Starting materials: CC1=C2C(=NC=C1)N(C=1N2C=CN1)C1=CC=C(C=C1)O (4-(5-methyl-9H-imidazo[1′,2′:1,2]imidazo[4,5-b]pyridin-9-yl)phenol), CC(C)([O-])C.[K+] (potassium tert-butoxide), O (water), CN1C(=NC=2C1=NC=CC2)S(=O)(=O)C (3-methyl-2-(methylsulfonyl)-3H-imidazo[4,5-b]pyridine). Solvent: CC(=O)N(C)C (DMA). Conditions: time 10 minute. The product is CC1=C2C(=NC=C1)N(C=1N2C=CN1)C1=CC=C(C=C1)OC1=NC=2C(=NC=CC2)N1C (5-Methyl-9-{4-[(3-methyl-3H-imidazo[4,5-b]pyridin-2-yl)oxy]phenyl}-9H-imidazo[1′,2′:1,2]imidazo[4,5-b]pyridine). Isolated yield 64.3%. Reaction SMILES: [CH3:1][C:2]1[CH:7]=[CH:6][N:5]=[C:4]2[N:8]([C:14]3[CH:19]=[CH:18][C:17]([OH:20])=[CH:16][CH:15]=3)[C:9]3[N:10]([CH:11]=[CH:12][N:13]=3)[C:3]=12.CC(C)([O-])C.[K+].[CH3:27][N:28]1[C:32]2=[N:33][CH:34]=[CH:35][CH:36]=[C:31]2[N:30]=[C:29]1S(C)(=O)=O.O>CC(N(C)C)=O>[CH3:1][C:2]1[CH:7]=[CH:6][N:5]=[C:4]2[N:8]([C:14]3[CH:19]=[CH:18][C:17]([O:20][C:29]4[N:28]([CH3:27])[C:32]5=[N:33][CH:34]=[CH:35][CH:36]=[C:31]5[N:30]=4)=[CH:16][CH:15]=3)[C:9]3[N:10]([CH:11]=[CH:12][N:13]=3)[C:3]=12 |f:1.2|. Procedure details: To a solution of 4-(5-methyl-9H-imidazo[1′,2′:1,2]imidazo[4,5-b]pyridin-9-yl)phenol (238 mg) in DMA (4 ml) was added potassium tert-butoxide (112 mg) at room temperature. After stirring for 10 min, 3-methyl-2-(methylsulfonyl)-3H-imidazo[4,5-b]pyridine (211 mg) was added, and the obtained mixture was stirred at 150° C. for 1 hr. The reaction mixture was poured into water, and the mixture was extracted with ethyl acetate. The extract was washed with water and saturated brine, dried over anhydrous ... The reactants are FC1=C(C=CC(=C1)B1OC(C(O1)(C)C)(C)C)C=1N=CC(=NC1)N (5-(2-fluoro-4-(4,4,5,5-tetramethyl-1,3,2-dioxaborolan-2-yl)phenyl)pyrazin-2-amine), FC1=C(C=CC(=C1)C(F)(F)F)Br (2-fluoro-4-(trifluoromethyl)bromobenzene). Yields the product FC1=C(C=CC(=C1)C(F)(F)F)C1=CC(=C(C=C1)C=1N=CC(=NC1)N)F (5-[2′,3-Difluoro-4′-(trifluoromethyl)biphenyl-4-yl]pyrazin-2-amine). RXN SMILES: [F:1][C:2]1[CH:7]=[C:6](B2OC(C)(C)C(C)(C)O2)[CH:5]=[CH:4][C:3]=1[C:17]1[N:18]=[CH:19][C:20]([NH2:23])=[N:21][CH:22]=1.[F:24][C:25]1[CH:30]=[C:29]([C:31]([F:34])([F:33])[F:32])[CH:28]=[CH:27][C:26]=1Br>>[F:24][C:25]1[CH:30]=[C:29]([C:31]([F:32])([F:33])[F:34])[CH:28]=[CH:27][C:26]=1[C:6]1[CH:5]=[CH:4][C:3]([C:17]2[N:18]=[CH:19][C:20]([NH2:23])=[N:21][CH:22]=2)=[C:2]([F:1])[CH:7]=1. Reported procedure: The title compound was prepared using analogous conditions to those described in Example 1 utilizing 5-(2-fluoro-4-(4,4,5,5-tetramethyl-1,3,2-dioxaborolan-2-yl)phenyl)pyrazin-2-amine and 2-fluoro-4-(trifluoromethyl)bromobenzene. MS (ESI): mass calcd. for C17H10F5N3, 351.08; m/z found, 351.9 [M+H]+. 1H NMR (400 MHz, DMSO-d6) δ 8.42 (s, 1H), 8.11-7.97 (m, 2H), 7.90-7.83 (m, 2H), 7.71 (d, J=8.1, 1H), 7.61-7.54 (m, 2H), 6.78 (s, 2H). Starting materials: C(#N)C1=CC=C(C=C1)S(=O)(=O)N=C=O (4-cyanobenzenesulfonylisocyanate), NC1=C(C(=O)O)C=CC(=C1)Cl (2-amino-4-chlorobenzoic acid). Product: ClC1=CC=C2C(N(C(NC2=C1)=O)S(=O)(=O)C1=CC=C(C=C1)C#N)=O (7-chloro-3-(4-cyanobenzenesulfonyl)-2,4(1H,3H)-quinazolinedione). Yield: 17.6%. Reaction SMILES: [C:1]([C:3]1[CH:8]=[CH:7][C:6]([S:9]([N:12]=[C:13]=[O:14])(=[O:11])=[O:10])=[CH:5][CH:4]=1)#[N:2].[NH2:15][C:16]1[CH:24]=[C:23]([Cl:25])[CH:22]=[CH:21][C:17]=1[C:18]([OH:20])=O>>[Cl:25][C:23]1[CH:24]=[C:16]2[C:17]([C:18](=[O:20])[N:12]([S:9]([C:6]3[CH:7]=[CH:8][C:3]([C:1]#[N:2])=[CH:4][CH:5]=3)(=[O:11])=[O:10])[C:13](=[O:14])[NH:15]2)=[CH:21][CH:22]=1. Procedure: 1.14 g (5.49 mmol) of 4-cyanobenzenesulfonylisocyanate and 943 mg (5.50 mmol) of 2-amino-4-chlorobenzoic acid were treated in the same way as in Example 1 to obtain 349 mg of the above-identified compound (yield 17.6%). Properties: colorless crystal, Melting point: >250° C. (decomposition), PMR (δppm, DMSO-d6):7.13 (1H,s), 7.24 (1H,d), 7.86 (1H,d), 8.16 (2H,d), 8.32 (2H,d), 11.9 (1H,br). The reactants are C(C)(=O)C=1C=C(C=CC1O)C1=CC(=CC=C1)C#N (3′-acetyl-4′-hydroxybiphenyl-3-carbonitrile), C(C)(=O)N1CCC(CC1)=O (1-acetylpiperidin-4-one), N1CCCC1 (pyrrolidine). Solvent: CO (MeOH). Yields the product C(C)(=O)N1CCC2(CC1)OC1=CC=C(C=C1C(C2)=O)C=2C=C(C#N)C=CC2 (3-(1′-acetyl-4-oxospiro[chroman-2,4′-piperidine]-6-yl)benzonitrile). Isolated yield 63.0%. RXN SMILES: [C:1]([C:4]1[CH:5]=[C:6]([C:11]2[CH:16]=[CH:15][CH:14]=[C:13]([C:17]#[N:18])[CH:12]=2)[CH:7]=[CH:8][C:9]=1[OH:10])(=[O:3])[CH3:2].[C:19]([N:22]1[CH2:27][CH2:26][C:25](=O)[CH2:24][CH2:23]1)(=[O:21])[CH3:20].N1CCCC1>CO>[C:19]([N:22]1[CH2:27][CH2:26][C:25]2([CH2:2][C:1](=[O:3])[C:4]3[C:9](=[CH:8][CH:7]=[C:6]([C:11]4[CH:12]=[C:13]([CH:14]=[CH:15][CH:16]=4)[C:17]#[N:18])[CH:5]=3)[O:10]2)[CH2:24][CH2:23]1)(=[O:21])[CH3:20]. Reported procedure: To a solution of 3′-acetyl-4′-hydroxybiphenyl-3-carbonitrile (0.802 g, 3.38 mmol) and 1-acetylpiperidin-4-one (0.477 g, 3.38 mmol) in MeOH (50 mL) was added pyrrolidine (0.4 mL). The resulting solution was heated to reflux for 1.5 h. The reaction mixture was cool down to room temperature and the solvent was removed under reduced pressure. The residue was dissolved in DCM and washed with aqueous 1 M HCl, aqueous 1 M NaOH, and brine successively. Solvent was removed under reduced pressure after dr... Reactants: CCCC[N+](CCCC)(CCCC)CCCC, Cc1ccccc1, Fc1ccc2[nH]ccc2c1, [Na+], [OH-], O, O=S(=O)([O-])O, Cc1ccc(S(=O)(=O)Cl)cc1. Yields the product Cc1ccc(S(=O)(=O)n2ccc3cc(F)ccc32)cc1. RXN SMILES: [CH2:37]([N+:38]([CH2:39][CH2:40][CH2:41][CH3:42])([CH2:43][CH2:44][CH2:45][CH3:46])[CH2:47][CH2:48][CH2:49][CH3:50])[CH2:51][CH2:52][CH3:53].[CH3:24][c:25]1[cH:26][cH:27][cH:28][cH:29][cH:30]1.[F:1][c:2]1[cH:3][c:4]2[cH:5][cH:6][nH:7][c:8]2[cH:9][cH:10]1.[Na+:23].[OH-:22].[OH2:31].[S:32]([O-:33])([OH:34])(=[O:35])=[O:36].[c:11]1([CH3:21])[cH:12][cH:13][c:14]([S:17](=[O:18])(=[O:19])[Cl:20])[cH:15][cH:16]1>>[F:1][c:2]1[cH:3][c:4]2[cH:5][cH:6][n:7]([S:17]([c:14]3[cH:13][cH:12][c:11]([CH3:21])[cH:16][cH:15]3)(=[O:18])=[O:19])[c:8]2[cH:9][cH:10]1. Reactants: O=C([O-])[O-], CCOC(C)=O, Cc1cc(Cl)ccc1-c1cccc(CCl)c1, [Cs+], [Cs+], CN(C)C=O, CCOC(=O)CC(c1ccc(O)cc1)c1nccn1C. Product: CCOC(=O)CC(c1ccc(OCc2cccc(-c3ccc(Cl)cc3C)c2)cc1)c1nccn1C. As a reaction SMILES: [C:1](=[O:2])([O-:3])[O-:4].[CH3:48][CH2:49][O:50][C:51]([CH3:52])=[O:53].[Cl:7][c:8]1[cH:9][c:10]([CH3:22])[c:11](-[c:14]2[cH:15][c:16]([CH2:20][Cl:21])[cH:17][cH:18][cH:19]2)[cH:12][cH:13]1.[Cs+:5].[Cs+:6].[O:43]=[CH:44][N:45]([CH3:46])[CH3:47].[OH:23][c:24]1[cH:25][cH:26][c:27]([CH:30]([CH2:31][C:32](=[O:33])[O:34][CH2:35][CH3:36])[c:37]2[n:38]([CH3:42])[cH:39][cH:40][n:41]2)[cH:28][cH:29]1>>[Cl:7][c:8]1[cH:9][c:10]([CH3:22])[c:11](-[c:14]2[cH:15][c:16]([CH2:20][O:23][c:24]3[cH:25][cH:26][c:27]([CH:30]([CH2:31][C:32](=[O:33])[O:34][CH2:35][CH3:36])[c:37]4[n:38]([CH3:42])[cH:39][cH:40][n:41]4)[cH:28][cH:29]3)[cH:17][cH:18][cH:19]2)[cH:12][cH:13]1. Starting materials: CCOC(=O)CBr, Cc1cc(Br)cc(C)c1O, CC(=O)[O-], CN(C)C=O, CCOC(C)=O, [K+], O. Product: CCOC(=O)COc1c(C)cc(Br)cc1C. RXN SMILES: [Br:1][CH2:2][C:3](=[O:4])[O:5][CH2:6][CH3:7].[Br:8][c:9]1[cH:10][c:11]([CH3:17])[c:12]([OH:16])[c:13]([CH3:15])[cH:14]1.[CH3:19][C:20](=[O:21])[O-:22].[CH3:24][N:25]([CH3:26])[CH:27]=[O:28].[CH3:29][CH2:30][O:31][C:32](=[O:33])[CH3:34].[K+:18].[OH2:23]>>[CH2:2]([C:3](=[O:4])[O:5][CH2:6][CH3:7])[O:16][c:12]1[c:11]([CH3:17])[cH:10][c:9]([Br:8])[cH:14][c:13]1[CH3:15]. Reactants: CO, [K+], [OH-], COC(=O)CCCC#CCC(O)c1ccco1. Yields the product O=C(O)CCCC#CCC(O)c1ccco1. As a reaction SMILES: [CH3:20][OH:21].[K+:19].[OH-:18].[o:1]1[c:2]([CH:6]([CH2:7][C:8]#[C:9][CH2:10][CH2:11][CH2:12][C:13](=[O:14])[O:15][CH3:16])[OH:17])[cH:3][cH:4][cH:5]1>>[o:1]1[c:2]([CH:6]([CH2:7][C:8]#[C:9][CH2:10][CH2:11][CH2:12][C:13](=[O:14])[OH:15])[OH:17])[cH:3][cH:4][cH:5]1.